From a dataset of the Open Reaction Database (ORD), a public repository of structured organic reaction records. describe an organic reaction: reactants, conditions, products, and yield Starting materials: COC(C1=CC(=NC(=C1)N(C)S(=O)(=O)C)N[C@@H](C)CC)=O ((S)-(+)-2-sec-butylamino-6-(methanesulfonyl-methylamino)-isonicotinic acid methyl ester), [OH-].[K+] (potassium hydroxide), Cl (HCl). Run in O (water). The product is [K+].[C@H](C)(CC)NC=1C=C(C(=O)[O-])C=C(N1)N(C)S(=O)(=O)C ((S)-(+)-2-sec-butylamino-6-(methanesulfonyl-methylamino)-isonicotinate potassium salt). Yield: 100.0%. RXN SMILES: C[O:2][C:3](=[O:21])[C:4]1[CH:9]=[C:8]([N:10]([S:12]([CH3:15])(=[O:14])=[O:13])[CH3:11])[N:7]=[C:6]([NH:16][C@H:17]([CH2:19][CH3:20])[CH3:18])[CH:5]=1.[OH-].[K+:23].Cl>O>[K+:23].[C@@H:17]([NH:16][C:6]1[CH:5]=[C:4]([CH:9]=[C:8]([N:10]([S:12]([CH3:15])(=[O:14])=[O:13])[CH3:11])[N:7]=1)[C:3]([O-:21])=[O:2])([CH2:19][CH3:20])[CH3:18] |f:1.2,5.6|. Procedure details: Heat a mixture of (S)-(+)-2-sec-butylamino-6-(methanesulfonyl-methylamino)-isonicotinic acid methyl ester (12.66 g, 0.04014 mol) and potassium hydroxide (2.7 g, 0.04817 mol, 1.2 eq) until dissolved. Dilute with water (62 mL) and was heat to reflux for 3 h. Cool to room temperature and add 1 N HCl (8 mL). Concentrate and add dichloromethane (300 mL) and stir well. Filter and concentrate filtrate to give the title compound as a yellow solid (13.62 g, 100%). Starting materials: C(C)(=O)Cl (Acetyl chloride), N1=CC=CC=C1 (pyridine), Cl.NCC1CC2=CC=C(C=C2CC1)OC (2-aminomethyl-6-methoxytetralin hydrochloride). Run in C(C)(=O)OCC (ethyl acetate). Reaction conditions: time 16 hour. The product is COC=1C=C2CCC(CC2=CC1)CNC(C)=O (N-(6-Methoxy-2-tetralinyl)methylacetamide). Yield: 62.5%. As a reaction SMILES: [C:1](Cl)(=[O:3])[CH3:2].N1C=CC=CC=1.Cl.[NH2:12][CH2:13][CH:14]1[CH2:23][CH2:22][C:21]2[C:16](=[CH:17][CH:18]=[C:19]([O:24][CH3:25])[CH:20]=2)[CH2:15]1>C(OCC)(=O)C>[CH3:25][O:24][C:19]1[CH:20]=[C:21]2[C:16](=[CH:17][CH:18]=1)[CH2:15][CH:14]([CH2:13][NH:12][C:1](=[O:3])[CH3:2])[CH2:23][CH2:22]2 |f:2.3|. Reported procedure: Acetyl chloride (0.67 g) was added to a pyridine solution (15 ml) of 2-aminomethyl-6-methoxytetralin hydrochloride (1.5 g; obtained in Reference Example 11), and the reaction mixture was stirred at room temperature for 16 hours, to which was added ethyl acetate. The organic layer was washed with 1 N hydrochloric acid and a saturated aqueous sodium bicarbonate solution, then dried, and concentrated. The resulting crude crystals were recrystallized from ethyl acetate-diusopropyl ether to obtain th... The reactants are CC#CC(=O)OCC, Oc1cc(F)ccc1F, C1CCC2=NCCCN2CC1, C1CCOC1. Product: CCOC(=O)C=C(C)Oc1cc(F)ccc1F. Reaction SMILES: [CH2:10]([CH3:11])[O:12][C:13]([C:14]#[C:15][CH3:16])=[O:17].[F:1][c:2]1[c:3]([OH:9])[cH:4][c:5]([F:8])[cH:6][cH:7]1.[N:18]12[CH2:19][CH2:20][CH2:21][N:22]=[C:23]1[CH2:24][CH2:25][CH2:26][CH2:27][CH2:28]2.[O:29]1[CH2:30][CH2:31][CH2:32][CH2:33]1>>[F:1][c:2]1[c:3]([O:9][C:15](=[CH:14][C:13]([O:12][CH2:10][CH3:11])=[O:17])[CH3:16])[cH:4][c:5]([F:8])[cH:6][cH:7]1.